From a dataset of the Open Reaction Database (ORD), a public repository of structured organic reaction records. describe an organic reaction: reactants, conditions, products, and yield The reactants are NC1=C(NC2=CC(=CC=C12)Cl)C(C1=CC(=CC=C1)C(=O)OC)=O (3-amino-6-chloro-2-(3-methoxycarbonylbenzoyl)indole), C(C)(=O)Cl (acetyl chloride). Run in C(C)(=O)OCC (ethyl acetate). The product is C(C)(=O)NC1=C(NC2=CC(=CC=C12)Cl)C(C1=CC(=CC=C1)C(=O)OC)=O (3-Acetylamino-6-chloro-2-(3-methoxycarbonylbenzoyl)indole). RXN SMILES: [NH2:1][C:2]1[C:10]2[C:5](=[CH:6][C:7]([Cl:11])=[CH:8][CH:9]=2)[NH:4][C:3]=1[C:12](=[O:23])[C:13]1[CH:18]=[CH:17][CH:16]=[C:15]([C:19]([O:21][CH3:22])=[O:20])[CH:14]=1.[C:24](Cl)(=[O:26])[CH3:25]>C(OCC)(=O)C>[C:24]([NH:1][C:2]1[C:10]2[C:5](=[CH:6][C:7]([Cl:11])=[CH:8][CH:9]=2)[NH:4][C:3]=1[C:12](=[O:23])[C:13]1[CH:18]=[CH:17][CH:16]=[C:15]([C:19]([O:21][CH3:22])=[O:20])[CH:14]=1)(=[O:26])[CH3:25]. Procedure: The title compound was prepared according to the procedure described in Example 19 employing 3-amino-6-chloro-2-(3-methoxycarbonylbenzoyl)indole (Example 133) and acetyl chloride. m.p.: 190-193° C. (ethyl acetate) The reactants are ClCCCC(CCCCC)OC(C)=O (1-chloro-4-acetoxynonane), C(C)(=O)OC(CCCN(S(=O)(=O)C)CCCCCCC(=O)OCC)CCCCCCC (ethyl 7-[N-(4-acetoxyundecanyl)methanesulfonamido]heptanoate), ClCCCC(CCCCCCC)OC(C)=O (1-chloro-4-acetoxyundecane), product. The product is O[C@@H](C#CCN(S(=O)(=O)C)CCCCCCC(=O)O)CCCCC (7-[N-(4(R)-hydroxy-2-nonynyl)methanesulfonamido]heptanoic acid). Reaction SMILES: ClCCCC(OC(=O)C)CCCCC.ClCCCC(OC(=O)C)CCCCCCC.C([O:34][CH:35]([CH2:55][CH2:56][CH2:57][CH2:58][CH2:59]CC)[CH2:36][CH2:37][CH2:38][N:39]([CH2:44][CH2:45][CH2:46][CH2:47][CH2:48][CH2:49][C:50]([O:52]CC)=[O:51])[S:40]([CH3:43])(=[O:42])=[O:41])(=O)C>>[OH:34][C@H:35]([CH2:55][CH2:56][CH2:57][CH2:58][CH3:59])[C:36]#[C:37][CH2:38][N:39]([CH2:44][CH2:45][CH2:46][CH2:47][CH2:48][CH2:49][C:50]([OH:52])=[O:51])[S:40]([CH3:43])(=[O:41])=[O:42]. Reported procedure: The synthesis of this compound is carried out as described in Example 1 except that, in Step A, the 1-chloro-4-acetoxynonane is replaced by an equimolar amount of 1-chloro-4-acetoxyundecane (Example C, Step 3). The product of Step A is thus ethyl 7-[N-(4-acetoxyundecanyl)methanesulfonamido]heptanoate. The subsequent step yields 7-[N-(4-hydroxyundecanyl)methanesulfonamido]heptanoic acid (B). Reactants: C1(O)=CC(O)=CC=C1 (resorcinol), COC(C(C)=O)C (3-methoxy-2-butanone). Run in C1(=CC=CC=C1)C (toluene). Conditions: temperature 90 celsius, time 10 hour. Product: CC=1OC2=C(C1C)C=CC(=C2)O (2,3-dimethyl-6-hydroxybenzofuran). The yield is 60.7%. Reaction SMILES: [C:1]1([CH:8]=[CH:7][CH:6]=[C:4]([OH:5])[CH:3]=1)[OH:2].CO[CH:11]([CH3:15])[C:12](=O)[CH3:13]>C1(C)C=CC=CC=1>[CH3:15][C:11]1[O:2][C:1]2[CH:3]=[C:4]([OH:5])[CH:6]=[CH:7][C:8]=2[C:12]=1[CH3:13]. Reported procedure: A mixture of 1.9 g of resorcinol, 1.8 g of 3-methoxy-2-butanone, 0.2 g of Amberlyst-15 and 2 ml of toluene was stirred at 90° C. for 10 hours. After cooling, the catalyst was separated, and the filtrate was concentrated. The residue was purified by column chromatography to give 1.7 g of 2,3-dimethyl-6-hydroxybenzofuran as pale yellow crystals. The crystals were dissolved in 20 ml of acetic acid, and 0.2 g of 5% palladium-carbon was added. The mixture was stirred at room temperature for 12 hours ... Starting materials: [C-]#N.[K+] (Potassium cyanide), C1COC2=CC=CC=C2OCCOCCOC3=CC=CC=C3OCCO1 (dibenzo-18-crown-6), ClCCCC1=CC=NC=C1 (4-(3-chloropropyl)-pyridine), OCCCC1=CC=NC=C1 (4-(3-hydroxypropyl)pyridine). The solvent is C(C)#N (acetonitrile). Product: C(#N)CCCC1=CC=NC=C1 (4-(3-cyanopropyl)pyridine). As a reaction SMILES: [C-]#N.[K+].C1OCCOC2C(=CC=CC=2)OCCOCCOC2C(=CC=CC=2)OC1.Cl[CH2:31][CH2:32][CH2:33][C:34]1[CH:39]=[CH:38][N:37]=[CH:36][CH:35]=1.OCCCC1C=C[N:47]=[CH:46]C=1>C(#N)C>[C:46]([CH2:31][CH2:32][CH2:33][C:34]1[CH:39]=[CH:38][N:37]=[CH:36][CH:35]=1)#[N:47] |f:0.1|. Procedure details: Potassium cyanide (11.18 g) and dibenzo-18-crown-6 (1.0 g) are added to a solution of 4-(3-chloropropyl)-pyridine (6.68 g) prepared from 4-(3-hydroxypropyl)pyridine, in 300 ml of dry acetonitrile under nitrogen. The mixture is refluxed for 24 hours, the solvent evaporated and the residue partitioned between methylene chloride and water. The aqueous phase is further extracted with methylene chloride (3×100 ml) and the combined extracts are dried over sodium sulfate, decolorized with charcoal and ... The reactants are CCC(C)(C)c1ccc(S(=O)(=O)Cl)cc1, O=C1Nc2ccc(Cl)cc2C1(NCCN1CCOCC1)c1ccccc1Cl, [H-], [Na+], CN(C)C=O, O. Product: CCC(C)(C)c1ccc(S(=O)(=O)N2C(=O)C(NCCN3CCOCC3)(c3ccccc3Cl)c3cc(Cl)ccc32)cc1. As a reaction SMILES: [CH3:30][C:31]([CH2:32][CH3:33])([CH3:34])[c:35]1[cH:36][cH:37][c:38]([S:41](=[O:42])(=[O:43])[Cl:44])[cH:39][cH:40]1.[Cl:1][c:2]1[cH:3][c:4]2[c:8]([cH:9][cH:10]1)[NH:7][C:6](=[O:11])[C:5]2([NH:12][CH2:13][CH2:14][N:15]1[CH2:16][CH2:17][O:18][CH2:19][CH2:20]1)[c:21]1[c:22]([Cl:27])[cH:23][cH:24][cH:25][cH:26]1.[H-:28].[Na+:29].[O:46]=[CH:47][N:48]([CH3:49])[CH3:50].[OH2:45]>>[Cl:1][c:2]1[cH:3][c:4]2[c:8]([cH:9][cH:10]1)[N:7]([S:41]([c:38]1[cH:37][cH:36][c:35]([C:31]([CH3:30])([CH2:32][CH3:33])[CH3:34])[cH:40][cH:39]1)(=[O:42])=[O:43])[C:6](=[O:11])[C:5]2([NH:12][CH2:13][CH2:14][N:15]1[CH2:16][CH2:17][O:18][CH2:19][CH2:20]1)[c:21]1[c:22]([Cl:27])[cH:23][cH:24][cH:25][cH:26]1. Product: C(C=O)(=O)O (glyoxylic acid), C(C(=O)O)(=O)O (oxalic acid). Reaction SMILES: [C:1]([OH:5])(=[O:4])[CH2:2][OH:3].C(N)CN.C(O)(=[O:13])CC.[C:15]([O-:19])(=[O:18])[CH2:16][OH:17].O=O>>[C:1]([OH:5])(=[O:4])[CH:2]=[O:3].[C:16]([OH:13])(=[O:17])[C:15]([OH:19])=[O:18]. Reactants: O=O (oxygen), C(CO)(=O)[O-] (glycolate), solution, C(CO)(=O)O (glycolic acid), C(CN)N (ethylenediamine), C(CC)(=O)O (propionic acid), flavin mononucleotide. Run at temperature 15 celsius, time 7 hour. Procedure details: A 300-mL EZE-Seal stirred autoclave reactor (Autoclave Engineers) was charged with 75 mL of a solution containing glycolic acid (0.75M), ethylenediamine (0.86M, pH 9.2), propionic acid (0.075M, HPLC internal standard), and flavin mononucleotide (0.01 mM), and the solution cooled to 15° C. To the reactor was then added 14 g of frozen (-80° C.) Aspergillus nidulans ST17SYG/OL (25.2 IU glycolate oxidase and 20,400 IU catalase), and the cells were allowed to thaw at 15° C. The resulting mixture was ...